This data is from the Open Reaction Database (ORD), a public repository of structured organic reaction records. The task is: describe an organic reaction: reactants, conditions, products, and yield Reactants: FC(S(=O)(=O)[O-])(F)F.C[N+]1=CN(C=C1)S(=O)(=O)N1CCOCC1 (1-Methyl-3-(morpholine-4-sulfonyl)-3H-imidazol-1-ium trifluoromethanesulfonate), [C@H]1(CCC2=CC=CC=C12)NC1=NC2=CC=C(C=C2C=C1)N ((R)—N2-indan-1-yl-quinoline-2,6-diamine). Run in C(C)#N (acetonitrile). Reaction conditions: temperature 80 celsius, time 16 hour. Yields the product [C@H]1(CCC2=CC=CC=C12)NC1=NC2=CC=C(C=C2C=C1)NS(=O)(=O)N1CCOCC1 (morpholine-4-sulfonic acid [2-((R)-indan-1-ylamino)-quinolin-6-yl]-amide). Yield: 45.8%. RXN SMILES: FC(F)(F)S([O-])(=O)=O.C[N+]1[CH:14]=[CH:13][N:12]([S:15]([N:18]2[CH2:23][CH2:22][O:21][CH2:20][CH2:19]2)(=[O:17])=[O:16])C=1.[C@H:24]1([NH:33][C:34]2[CH:43]=[CH:42][C:41]3[C:36](=[CH:37][CH:38]=C(N)C=3)[N:35]=2)[C:32]2[C:27](=[CH:28][CH:29]=[CH:30][CH:31]=2)[CH2:26][CH2:25]1>C(#N)C>[C@H:24]1([NH:33][C:34]2[CH:43]=[CH:42][C:41]3[C:36](=[CH:37][CH:38]=[C:13]([NH:12][S:15]([N:18]4[CH2:19][CH2:20][O:21][CH2:22][CH2:23]4)(=[O:16])=[O:17])[CH:14]=3)[N:35]=2)[C:32]2[C:27](=[CH:28][CH:29]=[CH:30][CH:31]=2)[CH2:26][CH2:25]1 |f:0.1|. Procedure: 1-Methyl-3-(morpholine-4-sulfonyl)-3H-imidazol-1-ium trifluoromethanesulfonate (0.139 g, 0.36 mmol) and (R)—N2-indan-1-yl-quinoline-2,6-diamine (0.10 g, 0.36 mmol) were dissolved in acetonitrile (2 mL) and stirred for 16 h at 80° C. The solvent was removed and the residue subjected to column chromatography (silica gel, heptane, ethyl acetate 4:1/1:1) to yield morpholine-4-sulfonic acid [2-((R)-indan-1-ylamino)-quinolin-6-yl]-amide (0.07 g, 45%) as a yellow solid; MS: m/e=425.7 (M+H+). The reactants are COc1c(OCCCN2CCOCC2)ccc2c1N=C(N)N1CCN=C21, CCN(C(C)C)C(C)C, Cc1nc(N)sc1C(=O)O, CN(C)C=O. Yields the product COc1c(OCCCN2CCOCC2)ccc2c1N=C(NC(=O)c1sc(N)nc1C)N1CCN=C21. As a reaction SMILES: [CH3:1][O:2][c:3]1[c:4]([O:17][CH2:18][CH2:19][CH2:20][N:21]2[CH2:22][CH2:23][O:24][CH2:25][CH2:26]2)[cH:5][cH:6][c:7]2[c:12]1[N:11]=[C:10]([NH2:13])[N:9]1[C:8]2=[N:16][CH2:15][CH2:14]1.[CH:37]([N:38]([CH:39]([CH3:40])[CH3:41])[CH2:42][CH3:43])([CH3:44])[CH3:45].[NH2:27][c:28]1[s:29][c:30]([C:34](=[O:35])[OH:36])[c:31]([CH3:33])[n:32]1.[O:46]=[CH:47][N:48]([CH3:49])[CH3:50]>>[CH3:1][O:2][c:3]1[c:4]([O:17][CH2:18][CH2:19][CH2:20][N:21]2[CH2:22][CH2:23][O:24][CH2:25][CH2:26]2)[cH:5][cH:6][c:7]2[c:12]1[N:11]=[C:10]([NH:13][C:34]([c:30]1[s:29][c:28]([NH2:27])[n:32][c:31]1[CH3:33])=[O:35])[N:9]1[C:8]2=[N:16][CH2:15][CH2:14]1. Starting materials: NaOAc trihydrate, C(=O)(O)[O-].[Na+] (NaHCO3), NC1=C(C(=C(C=C1N)C=1C=NC(=NC1)C(C)(C)O)F)C1OCCC1 (2-[5-(4,5-diamino-2-fluoro-3-tetrahydrofuran-2-yl-phenyl)pyrimidin-2-yl]propan-2-ol), C(C)NC(=O)NC(=NC(NCC)=O)SC (1-ethyl-3-(N-(ethylcarbamoyl)-C-methylsulfanyl-carbonimidoyl)urea). Solvent: OS(=O)(=O)O (H2SO4), O1CCOCC1 (1,4-dioxane). The product is C(C)NC(=O)NC1=NC2=C(N1)C(=C(C(=C2)C=2C=NC(=NC2)C(C)(C)O)F)C2OCCC2 (1-ethyl-3-[6-fluoro-5-[2-(1-hydroxy-1-methyl-ethyl)pyrimidin-5-yl]-7-tetrahydrofuran-2-yl-1H-benzimidazol-2-yl]urea). As a reaction SMILES: [NH2:1][C:2]1[C:7]([NH2:8])=[CH:6][C:5]([C:9]2[CH:10]=[N:11][C:12]([C:15]([OH:18])([CH3:17])[CH3:16])=[N:13][CH:14]=2)=[C:4]([F:19])[C:3]=1[CH:20]1[CH2:24][CH2:23][CH2:22][O:21]1.[CH2:25]([NH:27][C:28]([NH:30][C:31](SC)=NC(=O)NCC)=[O:29])[CH3:26].C([O-])(O)=O.[Na+]>O1CCOCC1.OS(O)(=O)=O>[CH2:25]([NH:27][C:28]([NH:30][C:31]1[NH:1][C:2]2[C:3]([CH:20]3[CH2:24][CH2:23][CH2:22][O:21]3)=[C:4]([F:19])[C:5]([C:9]3[CH:10]=[N:11][C:12]([C:15]([OH:18])([CH3:16])[CH3:17])=[N:13][CH:14]=3)=[CH:6][C:7]=2[N:8]=1)=[O:29])[CH3:26] |f:2.3|. Procedure: To a solution of 2-[5-(4,5-diamino-2-fluoro-3-tetrahydrofuran-2-yl-phenyl)pyrimidin-2-yl]propan-2-ol (7.220 g, 21.72 mmol) and 1-ethyl-3-(N-(ethylcarbamoyl)-C-methylsulfanyl-carbonimidoyl)urea (6.054 g, 26.06 mmol, CB Research and Development) in 1,4-dioxane (36.1 mL, Sigma-Aldrich 360481) was added a pH 3.5 buffer (72.2 mL), prepared by dissolving NaOAc trihydrate (5.32 g) in 1N aqueous H2SO4 (37 mL). The reaction mixture was stirred at reflux overnight (HPLC showed complete conversion), cooled... The reactants are BrC=1C=CC(=C(C1)C1C(CCCC1=O)=O)CC (2-(5-bromo-2-ethylphenyl)cyclohexane-1,3-dione), [I-].[Na+] (sodium iodide), C[Si](N[Si](C)(C)C)(C)C (hexamethyldisilazane), CN([C@H]1[C@@H](CCCC1)N)C (trans-N,N-dimethyl-1,2-cyclohexane diamine). The reagents and catalysts are [Cu]I (copper (I) iodide). Run in O1CCOCC1 (dioxane). Conditions: temperature 180 celsius. The product is C(C)C1=C(C=C(C=C1)I)C1C(CCCC1=O)=O (2-(2-ethyl-5-iodophenyl)cyclohexane-1,3-dione). As a reaction SMILES: Br[C:2]1[CH:3]=[CH:4][C:5]([CH2:16][CH3:17])=[C:6]([CH:8]2[C:13](=[O:14])[CH2:12][CH2:11][CH2:10][C:9]2=[O:15])[CH:7]=1.[I-:18].[Na+].C[Si](C)(C)N[Si](C)(C)C.CN(C)[C@@H]1CCCC[C@H]1N>[Cu]I.O1CCOCC1>[CH2:16]([C:5]1[CH:4]=[CH:3][C:2]([I:18])=[CH:7][C:6]=1[CH:8]1[C:13](=[O:14])[CH2:12][CH2:11][CH2:10][C:9]1=[O:15])[CH3:17] |f:1.2|. Procedure details: To a mixture of 2-(5-bromo-2-ethylphenyl)cyclohexane-1,3-dione (0.917 g, 3.11 mmol), sodium iodide (0.934 g, 6.23 mmol) and hexamethyldisilazane (0.454 g, 3.11 mmol) is added copper (I) iodide (0.030 g, 0.15 mmol) and trans-N,N-dimethyl-1,2-cyclohexane diamine (0.044 g, 0.31 mmol). Degassed dioxane (5 ml) is added and the mixture is purged with nitrogen then heated at 180° C. for 1 hour under microwave irradiation. After cooling to room temperature the reaction mixture is treated with 2M aqueous... Starting materials: ClC=1C=C(C(=O)NCC(C)C)C=CC1F (3-chloro-4-fluoro-N-isobutylbenzamide), ClC1=C(C=C(C=C1)CC(=O)O)O ((4-Chloro-3-hydroxyphenyl)acetic acid). Yields the product ClC1=C(C=C(C=C1)CC(=O)O)OC1=C(C=C(C=C1)C(=O)NCC(C)C)Cl ((4-chloro-3-{2-chloro-4-[(isobutylamino)carbonyl]phenoxy}phenyl)acetic acid). RXN SMILES: [Cl:1][C:2]1[CH:3]=[C:4]([CH:12]=[CH:13][C:14]=1F)[C:5]([NH:7][CH2:8][CH:9]([CH3:11])[CH3:10])=[O:6].[Cl:16][C:17]1[CH:22]=[CH:21][C:20]([CH2:23][C:24]([OH:26])=[O:25])=[CH:19][C:18]=1[OH:27]>>[Cl:16][C:17]1[CH:22]=[CH:21][C:20]([CH2:23][C:24]([OH:26])=[O:25])=[CH:19][C:18]=1[O:27][C:14]1[CH:13]=[CH:12][C:4]([C:5]([NH:7][CH2:8][CH:9]([CH3:11])[CH3:10])=[O:6])=[CH:3][C:2]=1[Cl:1]. Procedure: The title compound was prepared by the method of example 2 step (iii) using the product of step (i) and the product of example 1 step (iii). The reactants are C(C)OC(=O)SCl (Ethoxycarbonylsulfenyl chloride), C(C)O (ethanol), FC1=C(C=CC(=C1)F)C(CN1N=CN=C1)(C(C)S)O ((2RS,3RS)-2-(2,4-difluorophenyl)-3-mercapto-1-(1H-1,2,4-triazol-1-yl)-2-butanol). Conditions: time 5 minute. The product is Cl.FC1=C(C=CC(=C1)F)C(C(C)S(C(O)=S)CC)(CN1N=CN=C1)O (ethyl [(2RS,3RS)-3-(2,4-difluorophenyl)-3-hydroxy-4-(1H-1,2,4-triazol-1-yl)-2-butyl]dithiocarbonate hydrochloride). RXN SMILES: C(O[C:4]([S:6][Cl:7])=[O:5])C.[F:8][C:9]1[CH:14]=[C:13]([F:15])[CH:12]=[CH:11][C:10]=1[C:16]([OH:26])([CH:23]([SH:25])[CH3:24])[CH2:17][N:18]1[CH:22]=[N:21][CH:20]=[N:19]1.[CH2:27](O)[CH3:28]>>[ClH:7].[F:8][C:9]1[CH:14]=[C:13]([F:15])[CH:12]=[CH:11][C:10]=1[C:16]([OH:26])([CH2:17][N:18]1[CH:22]=[N:21][CH:20]=[N:19]1)[CH:23]([SH:25]([CH2:27][CH3:28])[C:4](=[S:6])[OH:5])[CH3:24] |f:3.4|. Procedure details: Ethoxycarbonylsulfenyl chloride (0.12 g) was dissolved in ethanol (2 ml). To the solution was added portionwise at room temperature (2RS,3RS)-2-(2,4-difluorophenyl)-3-mercapto-1-(1H-1,2,4-triazol-1-yl)-2-butanol (0.22 g). The reaction mixture was stirred for 5 minutes at room temperature, then the solvent was distilled off under reduced pressure. To the residue was added diethyl ether to give ethyl [(2RS,3RS)-3-(2,4-difluorophenyl)-3-hydroxy-4-(1H-1,2,4-triazol-1-yl)-2-butyl]dithiocarbonate hydr... Starting materials: [OH-].[Na+] (NaOH), [BH4-].[Na+] (sodium tetrahydroborate), BrC1=C(C=CC(=C1)F)C=1CCCN1 (5-(2-bromo-4-fluorophenyl)-3,4-dihydro-2H-pyrrole), O (water). Solvent: CO.C(C)(=O)O (methanol acetic acid). The product is BrC1=C(C=CC(=C1)F)C1NCCC1 (2-(2-Bromo-4-fluorophenyl)pyrrolidine). Isolated yield 71.0%. RXN SMILES: [BH4-].[Na+].[Br:3][C:4]1[CH:9]=[C:8]([F:10])[CH:7]=[CH:6][C:5]=1[C:11]1[CH2:12][CH2:13][CH2:14][N:15]=1.O.[OH-].[Na+]>CO.C(O)(=O)C>[Br:3][C:4]1[CH:9]=[C:8]([F:10])[CH:7]=[CH:6][C:5]=1[CH:11]1[CH2:12][CH2:13][CH2:14][NH:15]1 |f:0.1,4.5,6.7|. Reported procedure: Add sodium tetrahydroborate (146 mg, 3.7 mmol) to a solution of 5-(2-bromo-4-fluorophenyl)-3,4-dihydro-2H-pyrrole (420 mg, 1.73 mmol) in methanol-acetic acid (saturated; 10 mL) mixture at −40° C. After warming up to RT, add water (10 mL) and make the solution basic with a NaOH solution (2 N). Extract the solution with DCM, wash the organic solution with aqueous saturated sodium chloride, dry over potassium carbonate, and remove the organic solvent to give the title compound (300 mg, 71%). MS (ES... The reactants are BrC=1C(=NN2C1C=CC(=C2)C(F)(F)F)C2=CC=C(C=C2)C(F)(F)F (3-bromo-6-(trifluoromethyl)-2-[4-(trifluoromethyl)phenyl]pyrazolo[1,5-a]pyridine), CSC1=NC=CC(=N1)[Sn](CCCC)(CCCC)CCCC (2-(methylthio)-4-(tributylstannyl)pyrimidine). The reagents and catalysts are Cl[Pd]([P](C1=CC=CC=C1)(C2=CC=CC=C2)C3=CC=CC=C3)([P](C4=CC=CC=C4)(C5=CC=CC=C5)C6=CC=CC=C6)Cl (dichlorobis(triphenylphosphine)palladium), [Ag-]=O (silver (I) oxide). Solvent: O1CCOCC1 (1,4-dioxane). Yields the product FC(C=1C=CC=2N(C1)N=C(C2C2=NC(=NC=C2)SC)C2=CC=C(C=C2)C(F)(F)F)(F)F (Methyl 4-{6-(trifluoromethyl)-2-[4-(trifluoromethyl)phenyl]pyrazolo[1,5-a]pyridin-3-yl}pyrimidin-2-yl sulfide). RXN SMILES: Br[C:2]1[C:3]([C:15]2[CH:20]=[CH:19][C:18]([C:21]([F:24])([F:23])[F:22])=[CH:17][CH:16]=2)=[N:4][N:5]2[CH:10]=[C:9]([C:11]([F:14])([F:13])[F:12])[CH:8]=[CH:7][C:6]=12.[CH3:25][S:26][C:27]1[N:32]=[C:31]([Sn](CCCC)(CCCC)CCCC)[CH:30]=[CH:29][N:28]=1>O1CCOCC1.Cl[Pd](Cl)([P](C1C=CC=CC=1)(C1C=CC=CC=1)C1C=CC=CC=1)[P](C1C=CC=CC=1)(C1C=CC=CC=1)C1C=CC=CC=1.[Ag-]=O>[F:14][C:11]([F:12])([F:13])[C:9]1[CH:8]=[CH:7][C:6]2[N:5]([N:4]=[C:3]([C:15]3[CH:16]=[CH:17][C:18]([C:21]([F:22])([F:24])[F:23])=[CH:19][CH:20]=3)[C:2]=2[C:31]2[CH:30]=[CH:29][N:28]=[C:27]([S:26][CH3:25])[N:32]=2)[CH:10]=1 |^1:54,73|. Procedure details: A mixture of 3-bromo-6-(trifluoromethyl)-2-[4-(trifluoromethyl)phenyl]pyrazolo[1,5-a]pyridine (0.82 g), 2-(methylthio)-4-(tributylstannyl)pyrimidine (0.83 g), dichlorobis(triphenylphosphine)palladium (0.14 g) and silver (I) oxide (0.43 g) in 1,4-dioxane (10 mL) was heated to reflux for 18 h. The mixture was cooled, filtered and the filtrate concentrated to dryness. The residue was purified by chromatography eluting with an increasing gradient from cyclohexane to cyclohexane-diethylether (94:6) t...